Dataset: the Open Reaction Database (ORD), a public repository of structured organic reaction records. Task: describe an organic reaction: reactants, conditions, products, and yield Reactants: C(C)(C)C1=NC(=C(C(=C1CO)C1=CC(=CC=C1)F)C=CCCC)C(C)C (2,6-Diisopropyl-3-hydroxymethyl-4-(3-fluorophenyl)-5-(pent-1-enyl)pyridine). Solvent: C(C)(=O)OCC.CCCCCC (ethyl acetate n-hexane). Yields the product C(C)(C)C1=NC(=C(C(=C1CO)C1=CC(=CC=C1)F)CCCCC)C(C)C (2,6-Diisopropyl-3-hydroxymethyl-4-(3-fluorophenyl)-5-pentylpyridine). As a reaction SMILES: [CH:1]([C:4]1[C:9]([CH2:10][OH:11])=[C:8]([C:12]2[CH:17]=[CH:16][CH:15]=[C:14]([F:18])[CH:13]=2)[C:7]([CH:19]=[CH:20][CH2:21][CH2:22][CH3:23])=[C:6]([CH:24]([CH3:26])[CH3:25])[N:5]=1)([CH3:3])[CH3:2]>C(OCC)(=O)C.CCCCCC>[CH:1]([C:4]1[C:9]([CH2:10][OH:11])=[C:8]([C:12]2[CH:17]=[CH:16][CH:15]=[C:14]([F:18])[CH:13]=2)[C:7]([CH2:19][CH2:20][CH2:21][CH2:22][CH3:23])=[C:6]([CH:24]([CH3:25])[CH3:26])[N:5]=1)([CH3:3])[CH3:2] |f:1.2|. Reported procedure: The title compound was prepared from 2,6-diisopropyl-3-hydroxymethyl-4-(3-fluorophenyl)-5-(pent-1-enyl)pyridine (Example 127) by the procedure described in Example 126. 1H NMR (300 MHz, CDCl3): δ 0.79 (t, J=7.0 Hz, 3 H), 1.10-1.35 (m, 18 H), 2.28 (m, 2 H), 3.24 (m, 1 H), 3.42 (m, 1 H), 4.33 (s, 2 H), 6.96 (m, 2 H), 7.12 (m, 1 H), 7.40 (m, 1 H). mp 117-118° C. Rf=0.36 (10% ethyl acetate/n-hexane).